This data is from the Open Reaction Database (ORD), a public repository of structured organic reaction records. The task is: describe an organic reaction: reactants, conditions, products, and yield The reactants are CCCCCCCCCNC(=N)NC(=N)NCCc1ccc(OC)cc1, CO, CCO, CC(C)=O, Cl, Cl, Cl. Yields the product CCCCCCCCCNC1=NC(C)(C)N=C(NCCc2ccc(OC)cc2)N1, Cl. RXN SMILES: [CH3:10][O:11][c:12]1[cH:13][cH:14][c:15]([CH2:16][CH2:17][NH:18][C:19](=[NH:20])[NH:21][C:22](=[NH:23])[NH:24][CH2:25][CH2:26][CH2:27][CH2:28][CH2:29][CH2:30][CH2:31][CH2:32][CH3:33])[cH:34][cH:35]1.[CH3:1][OH:2].[CH3:36][CH2:37][OH:38].[CH3:3][C:4]([CH3:5])=[O:6].[ClH:7].[ClH:8].[ClH:9]>>[CH3:3][C:4]1([CH3:5])[N:20]=[C:19]([NH:18][CH2:17][CH2:16][c:15]2[cH:14][cH:13][c:12]([O:11][CH3:10])[cH:35][cH:34]2)[NH:21][C:22]([NH:24][CH2:25][CH2:26][CH2:27][CH2:28][CH2:29][CH2:30][CH2:31][CH2:32][CH3:33])=[N:23]1.[ClH:7]. The reactants are COC(C1=C(C(=CC=C1)O)N(S(=O)(=O)C1=CC=C(C=C1)OC)CC1=CC=CC=C1)=O (2-[Benzyl-(4-methoxy-benzenesulfonyl)-amino]-3-hydroxy-benzoic acid methyl ester), 0419, BrCCCC(=O)OCC (ethyl 4-bromobutyrate). Yields the product COC(C1=C(C(=CC=C1)OCCCC(=O)OCC)N(S(=O)(=O)C1=CC=C(C=C1)OC)CC1=CC=CC=C1)=O (2-[Benzyl-(4-methoxy-benzenesulfonyl)-amino]-3-(3-ethoxycarbonyl-propoxy)-benzoic acid methyl ester). The yield is 84.0%. As a reaction SMILES: [CH3:1][O:2][C:3](=[O:30])[C:4]1[CH:9]=[CH:8][CH:7]=[C:6]([OH:10])[C:5]=1[N:11]([CH2:23][C:24]1[CH:29]=[CH:28][CH:27]=[CH:26][CH:25]=1)[S:12]([C:15]1[CH:20]=[CH:19][C:18]([O:21][CH3:22])=[CH:17][CH:16]=1)(=[O:14])=[O:13].Br[CH2:32][CH2:33][CH2:34][C:35]([O:37][CH2:38][CH3:39])=[O:36]>>[CH3:1][O:2][C:3](=[O:30])[C:4]1[CH:9]=[CH:8][CH:7]=[C:6]([O:10][CH2:32][CH2:33][CH2:34][C:35]([O:37][CH2:38][CH3:39])=[O:36])[C:5]=1[N:11]([CH2:23][C:24]1[CH:29]=[CH:28][CH:27]=[CH:26][CH:25]=1)[S:12]([C:15]1[CH:20]=[CH:19][C:18]([O:21][CH3:22])=[CH:17][CH:16]=1)(=[O:13])=[O:14]. Reported procedure: In the same manner as described in Example 38, 0.50 g (1.171 mmol) of the product of Example 37 and 0419 mL (2.927 mmol) of ethyl 4-bromobutyrate provided 0.530 g (84%) of the desired product as a colorless oil. Electrospray Mass Spec: 542.3 (M+H)+